Dataset: the Open Reaction Database (ORD), a public repository of structured organic reaction records. Task: describe an organic reaction: reactants, conditions, products, and yield Starting materials: CCOC(C)=O, CN1CCC(Oc2cc(Cl)ccc2C(N)=O)C1, Cl, [Na+], [OH-], O, O=S(Cl)Cl. The product is CN1CC(CCCl)Oc2cc(Cl)ccc2C1=O. Reaction SMILES: [CH3:26][CH2:27][O:28][C:29](=[O:30])[CH3:31].[Cl:3][c:4]1[cH:5][c:6]([O:13][CH:14]2[CH2:15][N:16]([CH3:19])[CH2:17][CH2:18]2)[c:7]([C:8](=[O:9])[NH2:10])[cH:11][cH:12]1.[ClH:20].[Na+:2].[OH-:1].[OH2:25].[S:21]([Cl:22])([Cl:23])=[O:24]>>[Cl:3][c:4]1[cH:5][c:6]2[c:7]([cH:11][cH:12]1)[C:8](=[O:9])[N:16]([CH3:19])[CH2:15][CH:14]([CH2:18][CH2:17][Cl:23])[O:13]2. Starting materials: O=C(Cl)C1CC1, N#Cc1c(Oc2cc(NC(=O)C(F)(F)F)c(F)cc2Cl)ccc2nc(N)sc12, c1ccncc1. Yields the product N#Cc1c(Oc2cc(NC(=O)C(F)(F)F)c(F)cc2Cl)ccc2nc(NC(=O)C3CC3)sc12. Reaction SMILES: [CH:29]1([C:32](=[O:33])[Cl:34])[CH2:30][CH2:31]1.[NH2:1][c:2]1[s:3][c:4]2[c:5]([n:6]1)[cH:7][cH:8][c:9]([O:13][c:14]1[c:15]([Cl:28])[cH:16][c:17]([F:27])[c:18]([NH:20][C:21]([C:22]([F:23])([F:24])[F:25])=[O:26])[cH:19]1)[c:10]2[C:11]#[N:12].[cH:35]1[cH:36][cH:37][n:38][cH:39][cH:40]1>>[NH:1]([c:2]1[s:3][c:4]2[c:5]([n:6]1)[cH:7][cH:8][c:9]([O:13][c:14]1[c:15]([Cl:28])[cH:16][c:17]([F:27])[c:18]([NH:20][C:21]([C:22]([F:23])([F:24])[F:25])=[O:26])[cH:19]1)[c:10]2[C:11]#[N:12])[C:32]([CH:29]1[CH2:30][CH2:31]1)=[O:33]. Starting materials: N1CCC(CC1)CCCOC1=CC=C(C#N)C=C1 (4-[3-(4-piperidinyl)propoxy]benzonitrile), BrCCCOC1=CC(=C(C#N)C=C1)F (4-(3-bromopropoxy)-2-fluorobenzonitrile). Product: C(#N)C1=CC=C(OCCCC2CCN(CC2)CCCOC2=CC(=C(C#N)C=C2)F)C=C1 (4-(3-{4-[3-(4-cyanophenoxy)propyl]-1-piperidinyl}propoxy)-2-fluorobenzonitrile). Isolated yield 48.3%. Reaction SMILES: [NH:1]1[CH2:6][CH2:5][CH:4]([CH2:7][CH2:8][CH2:9][O:10][C:11]2[CH:18]=[CH:17][C:14]([C:15]#[N:16])=[CH:13][CH:12]=2)[CH2:3][CH2:2]1.Br[CH2:20][CH2:21][CH2:22][O:23][C:24]1[CH:31]=[CH:30][C:27]([C:28]#[N:29])=[C:26]([F:32])[CH:25]=1>>[C:15]([C:14]1[CH:13]=[CH:12][C:11]([O:10][CH2:9][CH2:8][CH2:7][CH:4]2[CH2:5][CH2:6][N:1]([CH2:20][CH2:21][CH2:22][O:23][C:24]3[CH:31]=[CH:30][C:27]([C:28]#[N:29])=[C:26]([F:32])[CH:25]=3)[CH2:2][CH2:3]2)=[CH:18][CH:17]=1)#[N:16]. Reported procedure: As described in Reference Example 7, 0.12 g of 4-[3-(4-piperidinyl)propoxy]benzonitrile and 0.15 g of 4-(3-bromopropoxy)-2-fluorobenzonitrile were used to provide 0.10 g of 4-(3-{4-[3-(4-cyanophenoxy)propyl]-1-piperidinyl}propoxy)-2-fluorobenzonitrile as white solid form. Starting materials: c1ccc(COc2n[nH]cc2-c2ccccc2)cc1, CS(=O)(=O)OCC1CC2CCN1CC2, CN(C)C=O, [H-], [Na+], O. The product is c1ccc(COc2nn(CC3CC4CCN3CC4)cc2-c2ccccc2)cc1. As a reaction SMILES: [CH2:3]([c:4]1[cH:5][cH:6][cH:7][cH:8][cH:9]1)[O:10][c:11]1[n:12][nH:13][cH:14][c:15]1-[c:16]1[cH:17][cH:18][cH:19][cH:20][cH:21]1.[CH3:22][S:23]([O:24][CH2:27][CH:28]1[N:29]2[CH2:30][CH2:31][CH:32]([CH2:33]1)[CH2:34][CH2:35]2)(=[O:25])=[O:26].[CH3:37][N:38]([CH3:39])[CH:40]=[O:41].[H-:1].[Na+:2].[OH2:36]>>[CH2:3]([c:4]1[cH:5][cH:6][cH:7][cH:8][cH:9]1)[O:10][c:11]1[n:12][n:13]([CH2:27][CH:28]2[N:29]3[CH2:30][CH2:31][CH:32]([CH2:33]2)[CH2:34][CH2:35]3)[cH:14][c:15]1-[c:16]1[cH:17][cH:18][cH:19][cH:20][cH:21]1. The product is Cl.NCC=1C=CC(=C(C(=O)OC)C1)Cl (methyl 5-(aminomethyl)-2-chlorobenzoate hydrochloride). The yield is 202.9%. Reactants: C(C)(C)(C)OC(=O)NCC=1C=CC(=C(C(=O)OC)C1)Cl (methyl 5-(((tert-butoxycarbonyl)amino)methyl)-2-chlorobenzoate), Cl (HCl). RXN SMILES: C(OC([NH:8][CH2:9][C:10]1[CH:11]=[CH:12][C:13]([Cl:20])=[C:14]([CH:19]=1)[C:15]([O:17][CH3:18])=[O:16])=O)(C)(C)C.Cl>CCOC(C)=O>[ClH:20].[NH2:8][CH2:9][C:10]1[CH:11]=[CH:12][C:13]([Cl:20])=[C:14]([CH:19]=1)[C:15]([O:17][CH3:18])=[O:16] |f:3.4|. Solvent: CCOC(=O)C (EtOAc). Procedure details: A solution of methyl 5-(((tert-butoxycarbonyl)amino)methyl)-2-chlorobenzoate (100 mg, 0.334 mmol) in EtOAc saturated with HCl (1 mL) was stirred at rt for 2 h. The reaction mixture was concentrated and was triturated with pentane to afford 80 mg of the title product. 1H NMR (300 MHz, DMSO d6): δ 8.20 (br s, 3H), 7.95 (s, 1H), 7.67 (s, 2H), 4.00 (s, 2H), 3.88 (s, 3H). Reaction SMILES: [C:1]([O:5][C:6]([N:8]1[CH2:12][C@@H:11]([O:13][C:14]2[C:23]3[C:18](=[C:19]([Cl:26])[C:20]([O:24][CH3:25])=[CH:21][CH:22]=3)[N:17]=[C:16]([C:27]3[S:28][CH:29]=[C:30]([CH:32]([CH3:34])[CH3:33])[N:31]=3)[CH:15]=2)[CH2:10][C@H:9]1[C:35]([OH:37])=O)=[O:7])([CH3:4])([CH3:3])[CH3:2].F[B-](F)(F)F.N1(OC(N(C)C)=[N+](C)C)C2C=CC=CC=2N=N1.S(C1C=CC(C)=CC=1)(O)(=O)=O.[CH3:71][NH:72][CH2:73][CH2:74][CH2:75][CH2:76][CH:77]=[CH2:78].C(N(C(C)C)CC)(C)C>CN(C=O)C.C(OCC)(=O)C>[Cl:26][C:19]1[C:20]([O:24][CH3:25])=[CH:21][CH:22]=[C:23]2[C:18]=1[N:17]=[C:16]([C:27]1[S:28][CH:29]=[C:30]([CH:32]([CH3:34])[CH3:33])[N:31]=1)[CH:15]=[C:14]2[O:13][C@@H:11]1[CH2:12][N:8]([C:6]([O:5][C:1]([CH3:3])([CH3:2])[CH3:4])=[O:7])[C@H:9]([C:35](=[O:37])[N:72]([CH2:73][CH2:74][CH2:75][CH2:76][CH:77]=[CH2:78])[CH3:71])[CH2:10]1 |f:1.2,3.4|. Yield: 92.0%. Product: ClC=1C(=CC=C2C(=CC(=NC12)C=1SC=C(N1)C(C)C)O[C@H]1C[C@H](N(C1)C(=O)OC(C)(C)C)C(N(C)CCCCC=C)=O)OC ((2S,4S)-tert-butyl 4-(8-chloro-2-(4-isopropylthiazol-2-yl)-7-methoxyquinolin-4-yloxy)-2-(hex-5-enyl(methyl)carbamoyl)pyrrolidine-1-carboxylate). Solvent: CN(C)C=O (DMF), C(C)(=O)OCC (ethyl acetate). Reported procedure: Compound 133 (20.5 g) was dissolved in anhydrous DMF (48 mL) at room temperature. O-(Benzotriazol-1-yl)-N,N,N′,N′-tetramethyluronium tetrafluoroborate (1.25 eq.) was added at room temperature and the reaction mixture was stirred for 10 min. Compound 32a (1.1 eq.) was added and the reaction mixture was stirred for additional 10-15 min. After cooling to 5° C., diisopropylethylamine (3 eq.) was added. After warming to room temperature for 1 hr, the reaction mixture was diluted with ethyl acetate, w... The reactants are F[B-](F)(F)F.N1(N=NC2=C1C=CC=C2)OC(=[N+](C)C)N(C)C (O-(Benzotriazol-1-yl)-N,N,N′,N′-tetramethyluronium tetrafluoroborate), C(C)(C)N(CC)C(C)C (diisopropylethylamine), C(C)(C)(C)OC(=O)N1[C@@H](C[C@@H](C1)OC1=CC(=NC2=C(C(=CC=C12)OC)Cl)C=1SC=C(N1)C(C)C)C(=O)O ((2S,4S)-1-(tert-butoxycarbonyl)-4-(8-chloro-2-(4-isopropylthiazol-2-yl)-7-methoxyquinolin-4-yloxy)pyrrolidine-2-carboxylic acid), S(=O)(=O)(O)C1=CC=C(C)C=C1.CNCCCCC=C (N-Methylhex-5-en-1-amine tosylate salt). Reaction conditions: temperature 5 celsius, time 10 minute. Yield: 84.0%. The solvent is C(OC)COC (dimethoxyethane), N1=CC=CC=C1 (pyridine). Yields the product C(C1=CC=CC=C1)CNC=1C=C(C=CC1[N+](=O)[O-])NC(OC)=O (Methyl N-[3-(N-benzylmethylamino)-4-nitrophenyl]carbamate). The reactants are C(C1=CC=CC=C1)CNC=1C=C(N)C=CC1[N+](=O)[O-] (3-(N-benzylmethylamino)-4-nitroaniline), ClC(=O)OC (methyl chloroformate). Procedure: A stirred solution of 3-(N-benzylmethylamino)-4-nitroaniline (2.2 g, 8.5 mM) in dry dimethoxyethane (15 ml) and pyridine (4 ml) was treated dropwise with methyl chloroformate (10 mM) at 0° C. The mixture was allowed to warm slowly to 20° C. and after 3 h was quenched with water (5 ml). Volatile solvents were removed under vacuum and the residue was extracted with ethyl acetate. After successive washings with aqueous methanesulfonic acid, water, aqueous KHCO3 and brine the organic layer was dried... Conditions: temperature 20 celsius. RXN SMILES: [CH2:1]([CH2:8][NH:9][C:10]1[CH:11]=[C:12]([CH:14]=[CH:15][C:16]=1[N+:17]([O-:19])=[O:18])[NH2:13])[C:2]1[CH:7]=[CH:6][CH:5]=[CH:4][CH:3]=1.Cl[C:21]([O:23][CH3:24])=[O:22]>C(COC)OC.N1C=CC=CC=1>[CH2:1]([CH2:8][NH:9][C:10]1[CH:11]=[C:12]([NH:13][C:21](=[O:22])[O:23][CH3:24])[CH:14]=[CH:15][C:16]=1[N+:17]([O-:19])=[O:18])[C:2]1[CH:7]=[CH:6][CH:5]=[CH:4][CH:3]=1. Reactants: ClC=1C=C(C=CC1SC=1N(C=CN1)C)NC1=C(C=NC2=CC(=C(C=C12)OC)F)C#N (4-[3-chloro-4-(1-methyl-1H-imidazole-2-ylsulfanyl)-phenylamino]-7-fluoro-6-methoxyquinoline-3-carbonitrile), 1-methyl-4-piperidin-4-ylmorpholine, CN1C(CCC1)=O (1-methyl 2-pyrrolidinone). Conditions: temperature 105 celsius. Product: ClC=1C=C(C=CC1SC=1N(C=CN1)C)NC1=C(C=NC2=CC(=C(C=C12)OC)N1CCC(CC1)N1CCOCC1)C#N (4-({3-chloro-4-[(1-methyl-1H-imidazole-2-yl)thio]phenyl}amino)-6-methoxy-7-(4-morpholin-4-ylpiperidin-1-yl)quinoline-3-carbonitrile). As a reaction SMILES: [Cl:1][C:2]1[CH:3]=[C:4]([NH:15][C:16]2[C:25]3[C:20](=[CH:21][C:22](F)=[C:23]([O:26][CH3:27])[CH:24]=3)[N:19]=[CH:18][C:17]=2[C:29]#[N:30])[CH:5]=[CH:6][C:7]=1[S:8][C:9]1[N:10]([CH3:14])[CH:11]=[CH:12][N:13]=1.[CH3:31][N:32]1[CH2:36][CH2:35][CH2:34][C:33]1=O>>[Cl:1][C:2]1[CH:3]=[C:4]([NH:15][C:16]2[C:25]3[C:20](=[CH:21][C:22]([N:10]4[CH2:34][CH2:35][CH:36]([N:32]5[CH2:31][CH2:27][O:26][CH2:23][CH2:33]5)[CH2:12][CH2:11]4)=[C:23]([O:26][CH3:27])[CH:24]=3)[N:19]=[CH:18][C:17]=2[C:29]#[N:30])[CH:5]=[CH:6][C:7]=1[S:8][C:9]1[N:10]([CH3:14])[CH:11]=[CH:12][N:13]=1. Reported procedure: Following the procedure of Example 11, a mixture of 150 mg (0.33 mmol) of 4-[3-chloro-4-(1-methyl-1H-imidazole-2-ylsulfanyl)-phenylamino]-7-fluoro-6-methoxyquinoline-3-carbonitrile and 170 mg (1.0 mmol) of 1-methyl-4-piperidin-4-ylmorpholine in 1.0 mL of 1-methyl 2-pyrrolidinone is heated at 105° C. for 24 hours to yield the crude product. Purification by silica gel chromatography (gradient 97:3 methylene chloride/methanol to 9:1 methylene chloride/methanol) gave 100 mg of 4-({3-chloro-4-[(1-met... The reactants are CCCN(CCC)c1ccc(NC(=O)OC(C)(C)C)cc1, C(=NC1CCCCC1)=NC1CCCCC1, CN(C)C=O, On1nnc2ccccc21, O=C(O)c1ccc(CN(Cc2ncc[nH]2)Cc2ncc[nH]2)cc1. The product is CCCN(CCC)c1ccc(NC(=O)c2ccc(CN(Cc3ncc[nH]3)Cc3ncc[nH]3)cc2)cc1. RXN SMILES: [CH2:49]([CH2:50][CH3:51])[N:52]([c:53]1[cH:54][cH:55][c:56]([NH:59][C:60]([O:61][C:62]([CH3:63])([CH3:64])[CH3:65])=[O:66])[cH:57][cH:58]1)[CH2:67][CH2:68][CH3:69].[CH:24]1([N:25]=[C:26]=[N:27][CH:28]2[CH2:29][CH2:30][CH2:31][CH2:32][CH2:33]2)[CH2:34][CH2:35][CH2:36][CH2:37][CH2:38]1.[O:70]=[CH:71][N:72]([CH3:73])[CH3:74].[OH:39][n:40]1[c:41]2[c:42]([cH:43][cH:44][cH:45][cH:46]2)[n:47][n:48]1.[nH:1]1[c:2]([CH2:6][N:7]([CH2:8][c:9]2[nH:10][cH:11][cH:12][n:13]2)[CH2:14][c:15]2[cH:16][cH:17][c:18]([C:19](=[O:20])[OH:21])[cH:22][cH:23]2)[n:3][cH:4][cH:5]1>>[nH:1]1[c:2]([CH2:6][N:7]([CH2:8][c:9]2[nH:10][cH:11][cH:12][n:13]2)[CH2:14][c:15]2[cH:16][cH:17][c:18]([C:19](=[O:21])[NH:59][c:56]3[cH:55][cH:54][c:53]([N:52]([CH2:49][CH2:50][CH3:51])[CH2:67][CH2:68][CH3:69])[cH:58][cH:57]3)[cH:22][cH:23]2)[n:3][cH:4][cH:5]1.